Dataset: the Open Reaction Database (ORD), a public repository of structured organic reaction records. Task: describe an organic reaction: reactants, conditions, products, and yield Starting materials: COc1ccc(C2(C(=O)Oc3ccc(C(=O)NO)cc3)CCCCC2)cc1, C1COCCO1. The product is COc1ccc(C2(C(=O)Oc3ccc(C(=O)NO)cc3)CCCC2)cc1. Reaction SMILES: [CH3:1][O:2][c:3]1[cH:4][cH:5][c:6]([C:9]2([C:15](=[O:16])[O:17][c:18]3[cH:19][cH:20][c:21]([C:24](=[O:25])[NH:26][OH:27])[cH:22][cH:23]3)[CH2:10][CH2:11][CH2:12][CH2:13][CH2:14]2)[cH:7][cH:8]1.[O:28]1[CH2:29][CH2:30][O:31][CH2:32][CH2:33]1>>[CH3:1][O:2][c:3]1[cH:4][cH:5][c:6]([C:9]2([C:15](=[O:16])[O:17][c:18]3[cH:19][cH:20][c:21]([C:24](=[O:25])[NH:26][OH:27])[cH:22][cH:23]3)[CH2:10][CH2:12][CH2:13][CH2:14]2)[cH:7][cH:8]1.